From a dataset of the Open Reaction Database (ORD), a public repository of structured organic reaction records. describe an organic reaction: reactants, conditions, products, and yield The reactants are ClC=1C=C2C(=NNC2=CC1)\C=C\1/OC2=C(C1=O)C=CC(=C2CN2CCN(CC2)C(=O)OC(C)(C)C)OC (tert-butyl (Z)-4-({2-[(5-chloro-1H-indazol-3-yl)methylene]-6-methoxy-3-oxo-2,3-dihydrobenzofuran-7-yl}methyl)piperazine-1-carboxylate), FC(C(=O)O)(F)F (trifluoroacetic acid). Run in C(Cl)Cl (methylene chloride). Conditions: time 8 hour. The product is ClC=1C=C2C(=NNC2=CC1)\C=C\1/OC2=C(C1=O)C=CC(=C2CN2CCNCC2)OC ((Z)-2-[(5-chloro-1H-indazol-3-yl)methylene]-6-methoxy-7-(piperazin-1-ylmethyl)benzofuran-3(2H)-one). The yield is 44.9%. As a reaction SMILES: [Cl:1][C:2]1[CH:3]=[C:4]2[C:8](=[CH:9][CH:10]=1)[NH:7][N:6]=[C:5]2/[CH:11]=[C:12]1\[O:13][C:14]2[C:21]([CH2:22][N:23]3[CH2:28][CH2:27][N:26](C(OC(C)(C)C)=O)[CH2:25][CH2:24]3)=[C:20]([O:36][CH3:37])[CH:19]=[CH:18][C:15]=2[C:16]\1=[O:17].FC(F)(F)C(O)=O>C(Cl)Cl>[Cl:1][C:2]1[CH:3]=[C:4]2[C:8](=[CH:9][CH:10]=1)[NH:7][N:6]=[C:5]2/[CH:11]=[C:12]1\[O:13][C:14]2[C:21]([CH2:22][N:23]3[CH2:24][CH2:25][NH:26][CH2:27][CH2:28]3)=[C:20]([O:36][CH3:37])[CH:19]=[CH:18][C:15]=2[C:16]\1=[O:17]. Procedure: A solution of tert-butyl (Z)-4-({2-[(5-chloro-1H-indazol-3-yl)methylene]-6-methoxy-3-oxo-2,3-dihydrobenzofuran-7-yl}methyl)piperazine-1-carboxylate (0.0330 g, 0.0629 mmol) in methylene chloride (2 mL) was added with trifluoroacetic acid (2 mL) at room temperature, and the mixture was stirred overnight. The reaction mixture was concentrated, then the residue was added with saturated aqueous sodium hydrogencarbonate (10 mL), and the mixture was extracted three times with ethyl acetate. The organic... Starting materials: O=CC1=CC=C(OCC=2C=CC=CC2)C=C1. The reagents and catalysts are NC, N=1C=C(C(=C2C=CC3=C(N=CC(=C3C)C)C12)C)C, O1BOC(C)(C)C1(C)C, O1B(OC(C)(C)C1(C)C)B2OC(C)(C)C(O2)(C)C, C[OH2+].C[OH2+].C1CC=CCCC=C1.C1CC=CCCC=C1.[Ir].[Ir]. The solvent is O1CCCC1. Conditions: temperature 90 celsius, time 12 hour. Yields the product O=CC1=CC=C(OCC=2C=CC=CC2)C(=C1)B3OC(C)(C)C(O3)(C)C. Isolated yield 89.0%.